This data is from the Open Reaction Database (ORD), a public repository of structured organic reaction records. The task is: describe an organic reaction: reactants, conditions, products, and yield Starting materials: O=C1CCC(=O)N1Br, CN(C)C=O, O=Cc1cccn1-c1c(Cl)cccc1Cl, O. The product is O=Cc1cc(Br)cn1-c1c(Cl)cccc1Cl. Reaction SMILES: [Br:16][N:17]1[C:18](=[O:19])[CH2:20][CH2:21][C:22]1=[O:23].[CH3:25][N:26]([CH3:27])[CH:28]=[O:29].[Cl:1][c:2]1[c:3](-[n:9]2[c:10]([CH:14]=[O:15])[cH:11][cH:12][cH:13]2)[c:4]([Cl:8])[cH:5][cH:6][cH:7]1.[OH2:24]>>[Cl:1][c:2]1[c:3](-[n:9]2[c:10]([CH:14]=[O:15])[cH:11][c:12]([Br:16])[cH:13]2)[c:4]([Cl:8])[cH:5][cH:6][cH:7]1. Reactants: BrC1=CC=C(C=C1)C(=O)C1=CC(=C(C=C1)O)F ((4-Bromophenyl)(3-fluoro-4-hydroxyphenyl)methanone), CC1(CC(CC(C1)(C)C)=O)C (3,3,5,5-tetramethyl cyclohexanone), C(=O)([O-])[O-].[K+].[K+] (K2CO3). Reagents/catalysts: [Zn] (zinc), Cl[Ti](Cl)(Cl)Cl (TiCl4). Solvent: C1CCOC1 (THF), C1CCOC1 (THF). Reaction conditions: time 1 hour. Yields the product BrC1=CC=C(C=C1)C(C1=CC(=C(C=C1)O)F)=C1CC(CC(C1)(C)C)(C)C (4-[(4-Bromophenyl)(3,3,5,5-tetramethylcyclohexylidene)methyl]-2-fluorophenol). Yield: 77.5%. RXN SMILES: [Br:1][C:2]1[CH:7]=[CH:6][C:5]([C:8]([C:10]2[CH:15]=[CH:14][C:13]([OH:16])=[C:12]([F:17])[CH:11]=2)=O)=[CH:4][CH:3]=1.[CH3:18][C:19]1([CH3:28])[CH2:24][C:23]([CH3:26])([CH3:25])[CH2:22][C:21](=O)[CH2:20]1.C([O-])([O-])=O.[K+].[K+]>C1COCC1.[Zn].Cl[Ti](Cl)(Cl)Cl>[Br:1][C:2]1[CH:7]=[CH:6][C:5]([C:8](=[C:21]2[CH2:22][C:23]([CH3:26])([CH3:25])[CH2:24][C:19]([CH3:28])([CH3:18])[CH2:20]2)[C:10]2[CH:15]=[CH:14][C:13]([OH:16])=[C:12]([F:17])[CH:11]=2)=[CH:4][CH:3]=1 |f:2.3.4|. Procedure details: To a stirred suspension of zinc powder (0.54 g, 8.13 mmol) in THF (20 mL) was slowly added TiCl4 (0.45 mL, 4.07 mmol) via syringe at room temperature under a nitrogen atmosphere. The mixture was heated at reflux for 2 h. A solution of (4-bromophenyl)(3-fluoro-4-hydroxyphenyl)methanone (82) (0.30 g, 1.02 mmol) and 3,3,5,5-tetramethyl cyclohexanone (0.48 g, 3.05 mmol) in THF (6 mL) was added to the mixture. The reaction mixture was heated at reflux with stirring under a nitrogen atmosphere for 1 h... Starting materials: CC1CCC(CC1)C (1,4-dimethylcyclohexane), C(C)(C)(C)Cl (tert-butyl chloride), [Cl-].[Al+3].[Cl-].[Cl-] (aluminum chloride). The solvent is C(Cl)Cl (methylene chloride). Run at temperature 0 celsius, time 1.5 hour. RXN SMILES: [CH3:1][CH:2]1[CH2:7][CH2:6][CH:5]([CH3:8])[CH2:4][CH2:3]1.C(Cl)(C)(C)C.[Cl-:14].[Al+3].[Cl-:16].[Cl-]>C(Cl)Cl>[Cl:14][C:2]1([CH3:1])[CH2:7][CH2:6][C:5]([Cl:16])([CH3:8])[CH2:4][CH2:3]1 |f:2.3.4.5|. Yields the product ClC1(CCC(CC1)(C)Cl)C (1,4-Dichloro-1,4-dimethylcyclohexane). Procedure details: To a solution of 1,4-dimethylcyclohexane (10 g, 89.1 mmol) and tert-butyl chloride (32.6 g, 348 mmol) in 45 mL of anhydrous methylene chloride in a 3-neck round-bottom flask under argon at 0° C., was slowly added aluminum chloride (1.24 g, 8.91 mmol). The resulting mixture was stirred at 0° C. for 1.5 hours then quenched with ice, and the product was extracted with CH2Cl2. The organic layer was separated and washed with water, and brine, and dried over Na2SO4, and filtered, and concentrated unde...